This data is from the Open Reaction Database (ORD), a public repository of structured organic reaction records. The task is: describe an organic reaction: reactants, conditions, products, and yield As a reaction SMILES: [CH3:1][C:2]1[C:8](=[O:9])[NH:7][C:5](=[O:6])[N:4]([C@@H:10]2[O:14][C@H:13]([CH2:15][OH:16])[CH:12]=[CH:11]2)[CH:3]=1.CN1C(=O)N(C)CCC1>C(O)(C)C>[C@@H:10]1([N:4]2[CH:3]=[C:2]([CH3:1])[C:8](=[O:9])[NH:7][C:5]2=[O:6])[O:14][C@H:13]([CH2:15][OH:16])[CH:12]=[CH:11]1 |f:0.1|. Product: [C@@H]1(C=C[C@@H](CO)O1)N1C(=O)NC(=O)C(C)=C1 (2′,3′-didehydro-3′-deoxythymidine). Reactants: CC1=CN(C(=O)NC1=O)[C@H]2C=C[C@H](O2)CO.CN1CCCN(C1=O)C (Stavudine DMPU). Solvent: C(C)(C)O (isopropanol). The yield is 98.1%. Procedure details: Stavudine DMPU solvate (25 g, 0.060 mole) is dissolved in isopropanol (250 ml), and treated with activated carbon anti-eno crowns (2.5 g) at reflux temperature. Reaction mass is filtered while hot and washed with hot isopropanol (25 ml). The combined filtrate and wash are concentrated to 100 ml and allowed the mass to cool to room temperature slowly. Cooled the mass to 0-5° C. and the precipitated product is filtered. washed the product with chilled isopropanol (10 ml) and air dried to give 13.2... Reactants: C(#N)C1=C(SC=2CN(CCC21)C(COC(C)=O)=O)NC(\C=C\C2=CC=CC=C2)=O (acetic acid 2-[3-cyano-2-((E)-3-phenyl-allanoylamino)-4,7-dihydro-5H-thieno[2,3-c]pyridin-6-yl]-2-oxo-ethyl ester), [OH-].[Na+] (NaOH). Solvent: CO (methanol). Yields the product C(#N)C1=C(SC=2CN(CCC21)C(CO)=O)NC(\C=C\C2=CC=CC=C2)=O ((E)-N-[3-Cyano-6-(2-hydroxy-ethanoyl)-4,5,6,7-tetrahydro-thieno[2,3-c]pyridin-2-yl]-3-phenyl-acrylamide). As a reaction SMILES: [C:1]([C:3]1[C:11]2[CH2:10][CH2:9][N:8]([C:12](=[O:18])[CH2:13][O:14]C(=O)C)[CH2:7][C:6]=2[S:5][C:4]=1[NH:19][C:20](=[O:29])/[CH:21]=[CH:22]/[C:23]1[CH:28]=[CH:27][CH:26]=[CH:25][CH:24]=1)#[N:2].[OH-].[Na+]>CO>[C:1]([C:3]1[C:11]2[CH2:10][CH2:9][N:8]([C:12](=[O:18])[CH2:13][OH:14])[CH2:7][C:6]=2[S:5][C:4]=1[NH:19][C:20](=[O:29])/[CH:21]=[CH:22]/[C:23]1[CH:28]=[CH:27][CH:26]=[CH:25][CH:24]=1)#[N:2] |f:1.2|. Reported procedure: 1 mmol of acetic acid 2-[3-cyano-2-((E)-3-phenyl-allanoylamino)-4,7-dihydro-5H-thieno[2,3-c]pyridin-6-yl]-2-oxo-ethyl ester are stirred in 5 ml methanol and 1 ml 45% aqueous NaOH until the reaction is completed. Purification according to the previous preparation affords the desired compound. Starting materials: CN1C(=NC(=C1)C(=O)O)C=1C=NN(C1)C (1-methyl-2-(1-methyl-1H-pyrazol-4-yl)-1H-imidazole-4-carboxylic acid), N[C@H](CN1N=C(C=C1)C1=CC(=C(C#N)C=C1)Cl)C ((S)-4-(1-(2-aminopropyl)-1H-pyrazol-3-yl)-2-chlorobenzonitrile). Yields the product ClC=1C=C(C=CC1C#N)C1=NN(C=C1)C[C@H](C)NC(=O)C=1N=C(N(C1)C)C=1C=NN(C1)C ((S)—N-(1-(3-(3-Chloro-4-cyanophenyl)-1H-pyrazol-1-yl)propan-2-yl)-1-methyl-2-(1-methyl-1H-pyrazol-4-yl)-1H-imidazole-4-carboxamide). Reaction SMILES: [CH3:1][N:2]1[CH:6]=[C:5]([C:7]([OH:9])=O)[N:4]=[C:3]1[C:10]1[CH:11]=[N:12][N:13]([CH3:15])[CH:14]=1.[NH2:16][C@@H:17]([CH3:33])[CH2:18][N:19]1[CH:23]=[CH:22][C:21]([C:24]2[CH:31]=[CH:30][C:27]([C:28]#[N:29])=[C:26]([Cl:32])[CH:25]=2)=[N:20]1>>[Cl:32][C:26]1[CH:25]=[C:24]([C:21]2[CH:22]=[CH:23][N:19]([CH2:18][C@@H:17]([NH:16][C:7]([C:5]3[N:4]=[C:3]([C:10]4[CH:11]=[N:12][N:13]([CH3:15])[CH:14]=4)[N:2]([CH3:1])[CH:6]=3)=[O:9])[CH3:33])[N:20]=2)[CH:31]=[CH:30][C:27]=1[C:28]#[N:29]. Reported procedure: The title compound was prepared using the procedure described in Example 32(e) starting from 1-methyl-2-(1-methyl-1H-pyrazol-4-yl)-1H-imidazole-4-carboxylic acid (0.3 g, 1.44 mmol) and (S)-4-(1-(2-aminopropyl)-1H-pyrazol-3-yl)-2-chlorobenzonitrile (0.377 g, 1.44 mmol). The product was purified by flash chromatography. Yield 200 mg. 1H-NMR (400 MHz; DMSO-d6): δ 1.10 (d, 3H), 3.72 (s, 3H), 3.91 (s, 3H), 4.23-4.45 (m, 3H), 6.95 (d, 1H), 7.63 (d, 1H), 7.83 (t, 2H), 7.99 (d, 1H), 8.03 (d, 1H), 8.07 (... Starting materials: CC(=O)[O-], CC(=O)[O-], C1CCOC1, O=Cc1cc(B(O)O)cs1, [Cu+2], CC(C)(C)OC(=O)N=NC(=O)OC(C)(C)C. Yields the product CC(C)(C)OC(=O)NN(C(=O)OC(C)(C)C)c1csc(C=O)c1. RXN SMILES: [C:32]([O-:33])(=[O:34])[CH3:35].[C:37]([O-:38])(=[O:39])[CH3:40].[CH2:27]1[O:28][CH2:29][CH2:30][CH2:31]1.[CH:1](=[O:2])[c:3]1[cH:4][c:5]([B:8]([OH:9])[OH:10])[cH:6][s:7]1.[Cu+2:36].[N:11](=[N:12][C:13](=[O:14])[O:15][C:16]([CH3:17])([CH3:18])[CH3:19])[C:20](=[O:21])[O:22][C:23]([CH3:24])([CH3:25])[CH3:26]>>[CH:1](=[O:2])[c:3]1[cH:4][c:5]([N:11]([NH:12][C:13](=[O:14])[O:15][C:16]([CH3:17])([CH3:18])[CH3:19])[C:20](=[O:21])[O:22][C:23]([CH3:24])([CH3:25])[CH3:26])[cH:6][s:7]1. Starting materials: Cc1ccccc1, Cc1oc(-c2ccccc2)nc1COc1ccccc1CO, O=S(Cl)Cl. Yields the product Cc1oc(-c2ccccc2)nc1COc1ccccc1CCl. RXN SMILES: [CH3:27][c:28]1[cH:29][cH:30][cH:31][cH:32][cH:33]1.[CH3:5][c:6]1[c:7]([CH2:17][O:18][c:19]2[c:20]([CH2:21][OH:22])[cH:23][cH:24][cH:25][cH:26]2)[n:8][c:9](-[c:11]2[cH:12][cH:13][cH:14][cH:15][cH:16]2)[o:10]1.[S:1]([Cl:2])([Cl:3])=[O:4]>>[Cl:3][CH2:21][c:20]1[c:19]([O:18][CH2:17][c:7]2[c:6]([CH3:5])[o:10][c:9](-[c:11]3[cH:12][cH:13][cH:14][cH:15][cH:16]3)[n:8]2)[cH:26][cH:25][cH:24][cH:23]1.